This data is from the Open Reaction Database (ORD), a public repository of structured organic reaction records. The task is: describe an organic reaction: reactants, conditions, products, and yield Reactants: COc1ccc(S(=O)(=O)c2cc3ccccc3[nH]2)nn1, Cl, C1COCCO1. The product is O=c1ccc(S(=O)(=O)c2cc3ccccc3[nH]2)n[nH]1. Reaction SMILES: [CH3:1][O:2][c:3]1[n:4][n:5][c:6]([S:9](=[O:10])(=[O:11])[c:12]2[nH:13][c:14]3[cH:15][cH:16][cH:17][cH:18][c:19]3[cH:20]2)[cH:7][cH:8]1.[ClH:21].[O:22]1[CH2:23][CH2:24][O:25][CH2:26][CH2:27]1>>[O:2]=[c:3]1[nH:4][n:5][c:6]([S:9](=[O:10])(=[O:11])[c:12]2[nH:13][c:14]3[cH:15][cH:16][cH:17][cH:18][c:19]3[cH:20]2)[cH:7][cH:8]1.